Dataset: the Open Reaction Database (ORD), a public repository of structured organic reaction records. Task: describe an organic reaction: reactants, conditions, products, and yield Starting materials: CC(=O)On1nnc2ccccc2c1=O, CCONCc1cc(C(=O)NOCCO)c(Nc2ccc(I)cc2F)c(F)c1F, CC(=O)O. Product: CCON(Cc1cc(C(=O)NOCCO)c(Nc2ccc(I)cc2F)c(F)c1F)C(C)=O. Reaction SMILES: [C:30]([CH3:31])(=[O:32])[O:33][n:34]1[c:35](=[O:36])[c:37]2[cH:38][cH:39][cH:40][cH:41][c:42]2[n:43][n:44]1.[CH2:1]([CH3:2])[O:3][NH:4][CH2:5][c:6]1[c:7]([F:29])[c:8]([F:28])[c:9]([NH:19][c:20]2[c:21]([F:27])[cH:22][c:23]([I:26])[cH:24][cH:25]2)[c:10]([C:11](=[O:12])[NH:13][O:14][CH2:15][CH2:16][OH:17])[cH:18]1.[CH3:45][C:46](=[O:47])[OH:48]>>[CH2:1]([CH3:2])[O:3][N:4]([CH2:5][c:6]1[c:7]([F:29])[c:8]([F:28])[c:9]([NH:19][c:20]2[c:21]([F:27])[cH:22][c:23]([I:26])[cH:24][cH:25]2)[c:10]([C:11](=[O:12])[NH:13][O:14][CH2:15][CH2:16][OH:17])[cH:18]1)[C:30]([CH3:31])=[O:32]. The reactants are ClC=1C(=NC=CC1)N1N=C(C=C1C(=O)OCC)C(C)C (ethyl 1-(3-chloro-2-pyridinyl)-3-isopropyl-1H-pyrazole-5-carboxylate), CO (methanol), [OH-].[Na+] (sodium hydroxide). The solvent is O (water). The product is ClC=1C(=NC=CC1)N1N=C(C=C1C(=O)O)C(C)C (1-(3-chloro-2-pyridinyl)-3-isopropyl-1H-pyrazole-5-carboxylic acid). The yield is 100.2%. As a reaction SMILES: [Cl:1][C:2]1[C:3]([N:8]2[C:12]([C:13]([O:15]CC)=[O:14])=[CH:11][C:10]([CH:18]([CH3:20])[CH3:19])=[N:9]2)=[N:4][CH:5]=[CH:6][CH:7]=1.CO.[OH-].[Na+]>O>[Cl:1][C:2]1[C:3]([N:8]2[C:12]([C:13]([OH:15])=[O:14])=[CH:11][C:10]([CH:18]([CH3:20])[CH3:19])=[N:9]2)=[N:4][CH:5]=[CH:6][CH:7]=1 |f:2.3|. Procedure details: A mixture of 1.07 g of ethyl 1-(3-chloro-2-pyridinyl)-3-isopropyl-1H-pyrazole-5-carboxylate, 15 ml of methanol and 15 ml of a 2N aqueous sodium hydroxide solution was heated to reflux for 1.5 hours. After the reaction mixture was allowed to cool, water was poured and the mixture was washed with methyl t-butyl ether two times. The aqueous layer was adjusted to around pH 3 by an addition of 2N hydrochloric acid, and then extracted with methyl t-butyl ether three times. The combined organic layer w... Reactants: C(C)OC(=O)C1=NC(=CC=C1N)Br (3-amino-6-bromopyridine-2-carboxylic acid ethyl ester), C(C)OC(=O)C1=NC(=CC=C1N)Br (3-amino-6-bromopyridine-2-carboxylic acid ethyl ester), O1CCOC12CC=C(CC2)B2OC(C)(C)C(C)(C)O2 (1,4-dioxaspiro[4,5]dec-7-ene-8-boronic acid pinacol ester), ClCCl (dichloromethane), C([O-])([O-])=O.[K+].[K+] (Potassium carbonate). The reagents and catalysts are C1=CC=C(C=C1)P([C-]2C=CC=C2)C3=CC=CC=C3.C1=CC=C(C=C1)P([C-]2C=CC=C2)C3=CC=CC=C3.Cl[Pd]Cl.[Fe+2] ([1,1′-Bis(diphenylphosphino)ferrocene]dichloropalladium(II)). Run in O (H2O), O1CCOCC1 (1,4-Dioxane). Yields the product NC=1C(=NC(=CC1)C1=CCC2(OCCO2)CC1)C(=O)OCC (Ethyl 3-amino-6-(1,4-dioxaspiro[4.5]dec-7-en-8-yl)pyridine-2-carboxylate), oil. Reaction SMILES: [CH2:1]([O:3][C:4]([C:6]1[C:11]([NH2:12])=[CH:10][CH:9]=[C:8](Br)[N:7]=1)=[O:5])[CH3:2].[O:14]1[C:18]2([CH2:23][CH2:22][C:21](B3OC(C)(C)C(C)(C)O3)=[CH:20][CH2:19]2)[O:17][CH2:16][CH2:15]1.ClCCl.C(=O)([O-])[O-].[K+].[K+]>O1CCOCC1.O.C1C=CC(P(C2C=CC=CC=2)[C-]2C=CC=C2)=CC=1.C1C=CC(P(C2C=CC=CC=2)[C-]2C=CC=C2)=CC=1.Cl[Pd]Cl.[Fe+2]>[NH2:12][C:11]1[C:6]([C:4]([O:3][CH2:1][CH3:2])=[O:5])=[N:7][C:8]([C:21]2[CH2:22][CH2:23][C:18]3([O:17][CH2:16][CH2:15][O:14]3)[CH2:19][CH:20]=2)=[CH:9][CH:10]=1 |f:3.4.5,8.9.10.11|. Reported procedure: A mixture of 3-amino-6-bromopyridine-2-carboxylic acid ethyl ester- (Compound 232G, 0.31 g, 1.3 mmol), 1,4-dioxaspiro[4,5]dec-7-ene-8-boronic acid pinacol ester (0.406 g, 1.52 mmol) and [1,1′-Bis(diphenylphosphino)ferrocene]dichloropalladium(II), complex with dichloromethane (1:1) (0.10 g, 0.12 mmol) in a 35 mL sealable microwave tube was taken up in 1,4-Dioxane (4.9 mL). This mixture was treated with a solution of Potassium carbonate (0.52 g, 3.8 mmol) in H2O (1 mL), flushed with nitrogen, seal...